Dataset: the Open Reaction Database (ORD), a public repository of structured organic reaction records. Task: describe an organic reaction: reactants, conditions, products, and yield Starting materials: C(=O)(O)C12CCC(CC1)(CC2)NCC(=O)N2[C@@H](C[C@@H](C2)F)C#N ((2S,4S)-1-[[N-(4-carboxybicyclo[2.2.2]oct-1-yl)amino]acetyl]-4-fluoropyrrolidine-2-carbonitrile), Cl.FC[C@@H](C)N ((2R)-1-fluoro-2-propylamine hydrochloride). Yields the product F[C@H]1C[C@H](N(C1)C(CNC12CCC(CC1)(CC2)C(=O)N[C@@H](CF)C)=O)C#N ((2S,4S)-4-fluoro-1-[[N-(4-[N-[(2R)-1-fluoro-2-propyl]amino]carbonylbicyclo[2.2.2]oct-1-yl)amino]acetyl]pyrrolidine-2-carbonitrile). Yield: 38.9%. As a reaction SMILES: [C:1]([C:4]12[CH2:11][CH2:10][C:7]([NH:12][CH2:13][C:14]([N:16]3[CH2:20][C@@H:19]([F:21])[CH2:18][C@H:17]3[C:22]#[N:23])=[O:15])([CH2:8][CH2:9]1)[CH2:6][CH2:5]2)(O)=[O:2].Cl.[F:25][CH2:26][C@H:27]([NH2:29])[CH3:28]>>[F:21][C@@H:19]1[CH2:20][N:16]([C:14](=[O:15])[CH2:13][NH:12][C:7]23[CH2:6][CH2:5][C:4]([C:1]([NH:29][C@H:27]([CH3:28])[CH2:26][F:25])=[O:2])([CH2:11][CH2:10]2)[CH2:9][CH2:8]3)[C@H:17]([C:22]#[N:23])[CH2:18]1 |f:1.2|. Reported procedure: In a similar manner to Example 146, (2S,4S)-1-[[N-(4-carboxybicyclo[2.2.2]oct-1-yl)amino]acetyl]-4-fluoropyrrolidine-2-carbonitrile (100 mg) and (2R)-1-fluoro-2-propylamine hydrochloride (32.0 mg) were used to obtain (2S,4S)-4-fluoro-1-[[N-(4-[N-[(2R)-1-fluoro-2-propyl]amino]carbonylbicyclo[2.2.2]oct-1-yl)amino]acetyl]pyrrolidine-2-carbonitrile (41.9 mg). Starting materials: C=CCc1c(O)c(Cl)cc2c(-c3ccccc3Cl)noc12, ClCCl, O=C(OO)c1cccc(Cl)c1, [Na+], [OH-], O. Product: OCC1Cc2c(c(Cl)cc3c(-c4ccccc4Cl)noc23)O1. RXN SMILES: [CH2:1]([CH:2]=[CH2:3])[c:4]1[c:5]([OH:21])[c:6]([Cl:20])[cH:7][c:8]2[c:9](-[c:13]3[c:14]([Cl:19])[cH:15][cH:16][cH:17][cH:18]3)[n:10][o:11][c:12]12.[CH2:36]([Cl:37])[Cl:38].[Cl:22][c:23]1[cH:24][cH:25][cH:26][c:27]([C:28]([O:29][OH:31])=[O:30])[cH:32]1.[Na+:35].[OH-:34].[OH2:33]>>[CH2:1]1[CH:2]([CH2:3][OH:30])[O:21][c:5]2[c:4]1[c:12]1[c:8]([cH:7][c:6]2[Cl:20])[c:9](-[c:13]2[c:14]([Cl:19])[cH:15][cH:16][cH:17][cH:18]2)[n:10][o:11]1.